The task is: describe an organic reaction: reactants, conditions, products, and yield. This data is from the Open Reaction Database (ORD), a public repository of structured organic reaction records. Reactants: C(C)(=O)OC1CC2=CC[C@H]3[C@@H]4CC[C@H](C(C)O[Si](C)(C)C(C)(C)C)[C@]4(CC[C@@H]3[C@]2(CC1)C)C (3-Acetoxy-20-tert-butvldimethvlsilyloxy-pregn-5-ene), C(C)(=O)OC1CC2=CC[C@H]3[C@@H]4CC[C@H](C(C)O[Si](C)(C)C(C)(C)C)[C@]4(CC[C@@H]3[C@]2(CC1)C)C (3-Acetoxy-20-tert-butvldimethvlsilyloxy-pregn-5-ene), ON1C(C=2C(C1=O)=CC=CC2)=O (N-hydroxyphthalimide), C(C1=CC=CC=C1)(=O)OOC(C1=CC=CC=C1)=O (dibenzoyl peroxide). The solvent is C(C)C(=O)C (methyl ethyl ketone). Reaction conditions: time 5 hour. Yields the product C(C)(=O)OC1CC2=CC([C@H]3[C@@H]4CC[C@H](C(C)O[Si](C)(C)C(C)(C)C)[C@]4(CC[C@@H]3[C@]2(CC1)C)C)=O (3-Acetoxy-20-tert-butyldimethylsilyloxy-pregn-5-en-7-one). As a reaction SMILES: [C:1]([O:4][CH:5]1[CH2:31][CH2:30][C@@:29]2([CH3:32])[C:7](=[CH:8][CH2:9][C@@H:10]3[C@@H:28]2[CH2:27][CH2:26][C@@:25]2([CH3:33])[C@H:11]3[CH2:12][CH2:13][C@@H:14]2[CH:15]([O:17][Si:18]([C:21]([CH3:24])([CH3:23])[CH3:22])([CH3:20])[CH3:19])[CH3:16])[CH2:6]1)(=[O:3])[CH3:2].[OH:34]N1C(=O)C2=CC=CC=C2C1=O.C(OOC(=O)C1C=CC=CC=1)(=O)C1C=CC=CC=1>C(C(C)=O)C>[C:1]([O:4][CH:5]1[CH2:31][CH2:30][C@@:29]2([CH3:32])[C:7](=[CH:8][C:9](=[O:34])[C@@H:10]3[C@@H:28]2[CH2:27][CH2:26][C@@:25]2([CH3:33])[C@H:11]3[CH2:12][CH2:13][C@@H:14]2[CH:15]([O:17][Si:18]([C:21]([CH3:22])([CH3:23])[CH3:24])([CH3:20])[CH3:19])[CH3:16])[CH2:6]1)(=[O:3])[CH3:2]. Procedure: To a solution of 3-acetoxy-20-tert-butyldimethylsilyloxy-pregn-5-ene (337 gm, 0.71 mol, product of Step 2) in methyl ethyl ketone (4 L) was added N-hydroxyphthalimide (115.8 gm, 0.71 mol) and dibenzoyl peroxide (1.1 gm, 4.4 mmol). Air was bubbled through the reaction as the reaction was refluxed for 7.5 hr. Additional N-hydroxyphthalimide (9 gm) and dibenzoyl peroxide (0.1 gm) were added and reflux continued for 5 hr. The solvent was removed by rotoevaporation and methylene chloride (0.7 L) was ... Procedure: 7.20 g (17.21 mmol) of the compound from Example 21A are dissolved in 200 ml of 1,2-dimethoxyethane/water (3:1 v/v), mixed with 34.42 ml (34.42 mmol) of 1 N sodium hydroxide solution and stirred at room temperature overnight. The mixture is then mixed with 100 ml of diethyl ether and 100 ml of water, the organic phase is separated off, and the aqueous phase is adjusted to pH 4-5 with 1N hydrochloric acid. The resulting suspension is stirred for 1 h and the precipitated solid is then removed by f... Run in COCCOC.O (1,2-dimethoxyethane water). Reaction conditions: time 8 hour. Reaction SMILES: [C:1]([C:3]1[CH:8]=[CH:7][C:6]([CH:9]2[C:18]3[C:13](=[CH:14][CH:15]=[N:16][C:17]=3[O:19][CH2:20][CH3:21])[NH:12][C:11]([CH3:22])=[C:10]2[C:23]([O:25]CCC#N)=[O:24])=[C:5]([O:30][CH3:31])[CH:4]=1)#[N:2].[OH-].[Na+].C(OCC)C.O>COCCOC.O>[C:1]([C:3]1[CH:8]=[CH:7][C:6]([CH:9]2[C:18]3[C:13](=[CH:14][CH:15]=[N:16][C:17]=3[O:19][CH2:20][CH3:21])[NH:12][C:11]([CH3:22])=[C:10]2[C:23]([OH:25])=[O:24])=[C:5]([O:30][CH3:31])[CH:4]=1)#[N:2] |f:1.2,5.6|. The product is C(#N)C1=CC(=C(C=C1)C1C(=C(NC2=CC=NC(=C12)OCC)C)C(=O)O)OC (4-(4-Cyano-2-methoxyphenyl)-5-ethoxy-2-methyl-1,4-dihydro-1,6-naphthyridine-3-carboxylic acid). The reactants are C(#N)C1=CC(=C(C=C1)C1C(=C(NC2=CC=NC(=C12)OCC)C)C(=O)OCCC#N)OC (2-Cyanoethyl 4-(4-cyano-2-methoxyphenyl)-5-ethoxy-2-methyl-1,4-dihydro-1,6-naphthyridine-3-carboxylate), C(C)OCC (diethyl ether), O (water), [OH-].[Na+] (sodium hydroxide).